From a dataset of the Open Reaction Database (ORD), a public repository of structured organic reaction records. describe an organic reaction: reactants, conditions, products, and yield The reactants are FC1=C(CBr)C=CC(=C1)F (2,4-Difluorobenzyl bromide), [Mg] (magnesium), CON(C(C1=CN=C(C=C1)Cl)=O)C (N-Methoxy-N-Methyl-6-chloronicotinamide). Solvent: C(C)OCC (diethyl ether), C1CCOC1 (THF). Run at time 15 minute. The product is ClC1=NC=C(C=C1)C(CC1=C(C=C(C=C1)F)F)=O (1-(2-Chloropyridin-5-yl)-2-(2,4-difluorophenyl)ethanone). Isolated yield 80.0%. As a reaction SMILES: [F:1][C:2]1[CH:9]=[C:8]([F:10])[CH:7]=[CH:6][C:3]=1[CH2:4]Br.[Mg].CON(C)[C:15](=[O:23])[C:16]1[CH:21]=[CH:20][C:19]([Cl:22])=[N:18][CH:17]=1>C(OCC)C.C1COCC1>[Cl:22][C:19]1[CH:20]=[CH:21][C:16]([C:15](=[O:23])[CH2:4][C:3]2[CH:6]=[CH:7][C:8]([F:10])=[CH:9][C:2]=2[F:1])=[CH:17][N:18]=1. Reported procedure: 2,4-Difluorobenzyl bromide (9.0 ml, 70 mmol) was added dropwise to a suspension of magnesium (1.8 g, 75 mmol) in diethyl ether (50 ml) under an atmosphere of dry nitrogen at a sufficient rate to maintain a gentle reflux. The resulting solution was stirred for 15 minutes at room temperature and was then added dropwise to a solution of the product of part (i) (10.0 g, 50 mmol) in THF (70 ml) at -70° C. under an atmosphere of nitrogen. The mixture was warmed to room temperature, stirred for 2 hours... The reactants are [I-].C[N+](CCC)(CCC)C (dimethyldipropylammonium iodide), KHCO3, CI (methyl iodide), C(C)O (ethanol). Solvent: C(CC)NCCC (dipropylamine). Run at time 2 hour. Yields the product [OH-].C[N+](CCC)(CCC)C (Dimethyldipropylammonium Hydroxide). Reaction SMILES: CI.[I-].[CH3:4][N+:5]([CH3:12])([CH2:9][CH2:10][CH3:11])[CH2:6][CH2:7][CH3:8].C([OH:15])C>C(NCCC)CC>[OH-:15].[CH3:4][N+:5]([CH3:12])([CH2:9][CH2:10][CH3:11])[CH2:6][CH2:7][CH3:8] |f:1.2,5.6|. Reported procedure: 15 ml of dipropylamine in 50 ml of ethanol as a solvent and with KHCO3 as a buffer are reacted with 20 ml of methyl iodide at a temperature of from 40 to 50° C. in a water bath with stirring. After 2 hours, cooling to room temperature was effected, the product dimethyldipropylammonium iodide crystallizing out. The solid filtrate was washed in ethanol. An aqueous solution of the iodide was converted over an Amberlyst anion exchanger into dimethyldipropylammonium hydroxide. Starting materials: CCc1csc(CCc2ccn3c(=O)c(C=CC(=O)OC(C)(C)C)c(N4CCOCC4)nc3c2)c1, CC(C)c1csc(COc2ccn3c(=O)c(C=CC(=O)OC(C)(C)C)c(N4CCCC(O)C4)nc3c2)n1. Product: CCc1csc(CCc2ccn3c(=O)c(C=CC(=O)O)c(N4CCOCC4)nc3c2)c1. Reaction SMILES: [CH2:38]([CH3:39])[c:40]1[cH:41][c:42]([CH2:45][CH2:46][c:47]2[cH:48][c:49]3[n:50]([c:51](=[O:70])[c:52]([CH:61]=[CH:62][C:63](=[O:64])[O:65][C:66]([CH3:67])([CH3:68])[CH3:69])[c:53]([N:55]4[CH2:56][CH2:57][O:58][CH2:59][CH2:60]4)[n:54]3)[cH:71][cH:72]2)[s:43][cH:44]1.[OH:1][CH:2]1[CH2:3][CH2:4][CH2:5][N:6]([c:7]2[n:8][c:9]3[cH:10][c:11]([O:12][CH2:13][c:14]4[s:15][cH:16][c:17]([CH:18]([CH3:19])[CH3:20])[n:21]4)[cH:22][cH:23][n:24]3[c:25](=[O:26])[c:27]2[CH:28]=[CH:29][C:30]([O:31][C:32]([CH3:33])([CH3:34])[CH3:35])=[O:36])[CH2:37]1>>[CH2:38]([CH3:39])[c:40]1[cH:41][c:42]([CH2:45][CH2:46][c:47]2[cH:48][c:49]3[n:50]([c:51](=[O:70])[c:52]([CH:61]=[CH:62][C:63](=[O:64])[OH:65])[c:53]([N:55]4[CH2:56][CH2:57][O:58][CH2:59][CH2:60]4)[n:54]3)[cH:71][cH:72]2)[s:43][cH:44]1. Reactants: CC=1C=C(C=NC1)N (5-methylpyridin-3-amine), FC1=NC=CC=C1C1=NC(=NC(=N1)C)N(CC1=CC=C(C=C1)OC)CC1=CC=C(C=C1)OC (4-(2-fluoropyridin-3-yl)-N,N-bis(4-methoxybenzyl)-6-methyl-1,3,5-triazin-2-amine). Yields the product COC1=CC=C(CN(C2=NC(=NC(=N2)C)C=2C(=NC=CC2)NC=2C=NC=C(C2)C)CC2=CC=C(C=C2)OC)C=C1 (N,N-Bis(4-Methoxybenzyl)-4-Methyl-6-(2-(5-Methylpyridin-3-Ylamino)Pyridin-3-yl)-1,3,5-Triazin-2-Amine). Isolated yield 25.7%. Reaction SMILES: [CH3:1][C:2]1[CH:3]=[C:4]([NH2:8])[CH:5]=[N:6][CH:7]=1.F[C:10]1[C:15]([C:16]2[N:21]=[C:20]([CH3:22])[N:19]=[C:18]([N:23]([CH2:33][C:34]3[CH:39]=[CH:38][C:37]([O:40][CH3:41])=[CH:36][CH:35]=3)[CH2:24][C:25]3[CH:30]=[CH:29][C:28]([O:31][CH3:32])=[CH:27][CH:26]=3)[N:17]=2)=[CH:14][CH:13]=[CH:12][N:11]=1>>[CH3:41][O:40][C:37]1[CH:36]=[CH:35][C:34]([CH2:33][N:23]([CH2:24][C:25]2[CH:26]=[CH:27][C:28]([O:31][CH3:32])=[CH:29][CH:30]=2)[C:18]2[N:19]=[C:20]([CH3:22])[N:21]=[C:16]([C:15]3[C:10]([NH:8][C:4]4[CH:5]=[N:6][CH:7]=[C:2]([CH3:1])[CH:3]=4)=[N:11][CH:12]=[CH:13][CH:14]=3)[N:17]=2)=[CH:39][CH:38]=1. Procedure details: The title compound was prepared in an analogous manner to that described in Example 164 using 5-methylpyridin-3-amine (0.075 g, 0.690 mmol) (Aldrich) and 4-(2-fluoropyridin-3-yl)-N,N-bis(4-methoxybenzyl)-6-methyl-1,3,5-triazin-2-amine. Purification using an ISCO Combiflash Companion (12 g column, 30-70% EtOAc in hexanes over 30 min; the product eluted with 45% EtOAc) gave the title compound as a yellow amorphous solid (25.7%). 1H NMR (400 MHz, d6-DMSO) δ 11.93 (s, 1H); 8.81 (dd, J=7.8, 1.8 Hz, 1... Conditions: time 5 hour. The yield is 97.2%. Starting materials: [BH4-].[Na+] (sodium borohydride), CC(C)(OCC#C)C1=CC(=NO1)C(=O)OCC (ethyl 5-[1-methyl-1-(2-propynyloxy)ethyl]isoxazole-3-carboxylate), O (water). As a reaction SMILES: [CH3:1][C:2]([C:8]1[O:12][N:11]=[C:10]([C:13](OCC)=[O:14])[CH:9]=1)([O:4][CH2:5][C:6]#[CH:7])[CH3:3].[BH4-].[Na+].O>C(O)C>[CH3:3][C:2]([C:8]1[O:12][N:11]=[C:10]([CH2:13][OH:14])[CH:9]=1)([O:4][CH2:5][C:6]#[CH:7])[CH3:1] |f:1.2|. The product is CC(C)(OCC#C)C1=CC(=NO1)CO ({5-[1-methyl-1-(2-propynyloxy)ethyl]isoxazol-3-yl}methanol). Procedure: 0.25 g of ethyl 5-[1-methyl-1-(2-propynyloxy)ethyl]isoxazole-3-carboxylate was dissolved in 2 ml of ethanol, and 0.1 g of sodium borohydride was then added. The mixture was stirred at room temperature for 5 hours. After 20 ml of water was added, the reaction mixture was extracted with ethyl acetate. The organic layer was dried over anhydrous magnesium sulfate, filtered and then concentrated under reduced pressure. The residue was subjected to silica gel column chromatography to obtain 0.20 g of ... Solvent: C(C)O (ethanol). Product: CC(=O)C1CCC2C3CCC4=CC(=O)C=CC4(C)C3C=CC12C. Starting materials: CC(=O)[O-], CN(C)P(=O)(N(C)C)N(C)C, Cl, [K+], CC(=O)C1CCC2C3CCC4=CC(=O)C=CC4(C)C3CC(OS(C)(=O)=O)C12C. RXN SMILES: [CH3:30][C:31](=[O:32])[O-:33].[CH3:35][N:36]([P:37]([N:38]([CH3:39])[CH3:40])([N:41]([CH3:42])[CH3:43])=[O:44])[CH3:45].[ClH:34].[K+:29].[S:1]([O:2][CH:6]1[CH2:7][CH:8]2[C:9]3([CH3:28])[CH:10]=[CH:11][C:12](=[O:27])[CH:13]=[C:14]3[CH2:15][CH2:16][CH:17]2[CH:18]2[CH2:19][CH2:20][CH:21]([C:22]([CH3:23])=[O:24])[C:25]12[CH3:26])([CH3:3])(=[O:4])=[O:5]>>[CH:6]1=[CH:7][CH:8]2[C:9]3([CH3:28])[CH:10]=[CH:11][C:12](=[O:27])[CH:13]=[C:14]3[CH2:15][CH2:16][CH:17]2[CH:18]2[CH2:19][CH2:20][CH:21]([C:22]([CH3:23])=[O:24])[C:25]12[CH3:26]. Reactants: BrC=1C(=NC(=CC1C)F)C (3-bromo-2,4-dimethyl-6-fluoropyridine), [Li]C(C)(C)C (t-BuLi), C(=O)=O (CO2). Run in CCOCC (Et2O). Conditions: temperature -78 celsius, time 10 minute. Yields the product FC1=NC(=C(C(=O)O)C(=C1)C)C (6-fluoro-2,4-dimethyl-nicotinic acid). Yield: 73.0%. As a reaction SMILES: Br[C:2]1[C:3]([CH3:10])=[N:4][C:5]([F:9])=[CH:6][C:7]=1[CH3:8].[Li]C(C)(C)C.[C:16](=[O:18])=[O:17]>CCOCC>[F:9][C:5]1[CH:6]=[C:7]([CH3:8])[C:2]([C:16]([OH:18])=[O:17])=[C:3]([CH3:10])[N:4]=1. Procedure: To a solution of 3-bromo-2,4-dimethyl-6-fluoropyridine (1.45 g, 7.10 mmol) in anhydrous Et2O (25 mL) at −78° C. was added t-BuLi (1.7M in pentane, 8.8 mL, 15 mmol) dropwise. After addition the mixture was stirred at −78° C. for 10 min, and CO2 was introduced. After 10 min the cooling bath was removed, and the bubbling of CO2 was continued until the mixture was warmed to 0° C. Water (30 mL) was then added and Et2O was removed. The aqueous layer was washed CH2Cl2 (2×30 mL) and acidified with 6N HC...